From a dataset of the Open Reaction Database (ORD), a public repository of structured organic reaction records. describe an organic reaction: reactants, conditions, products, and yield Reactants: CCOC(=O)c1sc2[nH]c(=O)c(=O)[nH]c2c1CC, Cl, [Na+], C1CCOC1, [OH-], O. The product is CCc1c(C(=O)O)sc2[nH]c(=O)c(=O)[nH]c12. RXN SMILES: [CH2:1]([CH3:2])[O:3][C:4](=[O:5])[c:6]1[c:7]([CH2:17][CH3:18])[c:8]2[c:9]([nH:10][c:11](=[O:15])[c:12](=[O:14])[nH:13]2)[s:16]1.[ClH:21].[Na+:20].[O:23]1[CH2:24][CH2:25][CH2:26][CH2:27]1.[OH-:19].[OH2:22]>>[O:3]=[C:4]([OH:5])[c:6]1[c:7]([CH2:17][CH3:18])[c:8]2[c:9]([nH:10][c:11](=[O:15])[c:12](=[O:14])[nH:13]2)[s:16]1.